From a dataset of the Open Reaction Database (ORD), a public repository of structured organic reaction records. describe an organic reaction: reactants, conditions, products, and yield Reactants: C1=CC(=CC=C1[N+](=O)[O-])O (p-nitrophenol), C(C)N(CCN)CC (N,N-diethylethylenediamine), FC(C(=O)[O-])(F)F (trifluoroacetate), C(C)(C)N(CC)C(C)C (diisopropylethylamine), Boc-Gly-p-nitrophenyl ester, O.ON1N=NC2=C1C=CC=C2 (N-hydroxybenzotriazole monohydrate), Ice, N([C@@H](CC1=CC=CC=C1)C(=O)NCC#N)C(=O)OC(C)(C)C (Boc-L-Phe-NHCH2CN), C(C)(C)N(CC)C(C)C (diisopropylethylamine). Solvent: C(C)OC(C)=O (ethylacetate), CN(C=O)C (dimethyl formamide), ClCCl (dichloromethane). Conditions: time 30 minute. Yields the product N(CC(=O)N[C@@H](CC1=CC=CC=C1)C(=O)NCC#N)C(=O)OC(C)(C)C (Boc-Gly-L-Phe-NHCH2CN). Reaction SMILES: [NH:1]([C:16]([O:18]C(C)(C)C)=O)[C@H:2]([C:10]([NH:12][CH2:13][C:14]#[N:15])=[O:11])[CH2:3][C:4]1[CH:9]=[CH:8][CH:7]=[CH:6][CH:5]=1.FC(F)(F)[C:25]([O-:27])=[O:26].C(N([CH:36]([CH3:38])[CH3:37])CC)(C)C.O.O[N:41]1[C:45]2C=CC=CC=2N=N1.[CH:50]1C([N+]([O-])=O)=CC=C(O)C=1.C(N(CC)CCN)C>ClCCl.CN(C)C=O.C(OC(=O)C)C>[NH:41]([C:25]([O:27][C:36]([CH3:37])([CH3:38])[CH3:50])=[O:26])[CH2:45][C:16]([NH:1][C@H:2]([C:10]([NH:12][CH2:13][C:14]#[N:15])=[O:11])[CH2:3][C:4]1[CH:5]=[CH:6][CH:7]=[CH:8][CH:9]=1)=[O:18] |f:3.4|. Procedure: Ice-cold aqueous trifluoroacetic acid (10 ml) was added to a solution of Boc-L-Phe-NHCH2CN (5 mmol) in dichloromethane (10 ml). The reaction mixture was incubated at 20° C. for 30 minutes and then the solvent was removed by evaporation at 40° C. The residue was dissolved in chloroform, evaporated and the procedure repeated twice more. The resultant crude trifluoroacetate salt was dissolved in a solution of diisopropylethylamine (7.5 mmol) in dimethyl formamide (10 ml) and Boc-Gly-p-nitrophenyl e... Reactants: [OH-].[Na+] (NaOH), COC(\C=C\C=C(/CCCCC)\C1=CC=C(C=C1)OC)=O ((E,E)-5-(4-methoxyphenyl)-2,4-decadienoic acid methyl ester). Reaction conditions: time 45 minute. As a reaction SMILES: C[O:2][C:3](=[O:21])/[CH:4]=[CH:5]/[CH:6]=[C:7](/[C:13]1[CH:18]=[CH:17][C:16]([O:19][CH3:20])=[CH:15][CH:14]=1)\[CH2:8][CH2:9][CH2:10][CH2:11][CH3:12].[OH-].[Na+]>CO>[CH3:20][O:19][C:16]1[CH:15]=[CH:14][C:13](/[C:7](/[CH2:8][CH2:9][CH2:10][CH2:11][CH3:12])=[CH:6]/[CH:5]=[CH:4]/[C:3]([OH:21])=[O:2])=[CH:18][CH:17]=1 |f:1.2|. Solvent: CO (methanol). Procedure details: As described in Example 99, (E,E)-5-(4-methoxyphenyl)-2,4-decadienoic acid methyl ester (6.1 g) was saponified in a refluxing mixture of methanol (25 mL) and 2N NaOH (25 mL). After 45 minutes the reaction was worked up in the usual way and the crude acid crystallized from 2-propanol to give 4.7 g of (E,E)-5-(4-methoxyphenyl)-2,4-decadienoic acid, mp 126°-127.5° C. Isolated yield 81.0%. The product is COC1=CC=C(C=C1)/C(=C/C=C/C(=O)O)/CCCCC ((E,E)-5-(4-methoxyphenyl)-2,4-decadienoic acid).